From a dataset of the Open Reaction Database (ORD), a public repository of structured organic reaction records. describe an organic reaction: reactants, conditions, products, and yield Starting materials: OO (hydrogen peroxide), COC(CC(CC(\C=C\C=1C2(CCCC2)CC(=CC1C1=CC=C(C=C1)F)C1=CC=C(C=C1)F)O)=O)=O (methyl-(E)-7-[7,9-di-(4-fluorophenyl)spiro-[4.5]deca-6,8-dien-6-yl]-5-hydroxy-3-oxo-6-heptenoate), C(C)B(CC)CC (triethylborane), [BH4-].[Na+] (sodium borohydride). Solvent: O (water), C1CCOC1 (THF), C1CCOC1 (THF), C(C)(=O)OCC (ethyl acetate), C1CCOC1 (THF), CO (methanol). Reaction conditions: time 5 minute. Yields the product COC(CC(CC(\C=C\C=1C2(CCCC2)CC(=CC1C1=CC=C(C=C1)F)C1=CC=C(C=C1)F)O)O)=O (Methyl-(E)-7-(7,9-di-(4-fluorophenyl)spiro[4.5]deca-6,8-dien-6-yl]-3,5-dihydroxy- 6-heptenoate). The yield is 93.0%. RXN SMILES: [CH3:1][O:2][C:3](=[O:36])[CH2:4][C:5](=[O:35])[CH2:6][CH:7]([OH:34])/[CH:8]=[CH:9]/[C:10]1[C:11]2([CH2:16][C:17]([C:27]3[CH:32]=[CH:31][C:30]([F:33])=[CH:29][CH:28]=3)=[CH:18][C:19]=1[C:20]1[CH:25]=[CH:24][C:23]([F:26])=[CH:22][CH:21]=1)[CH2:15][CH2:14][CH2:13][CH2:12]2.C(B(CC)CC)C.[BH4-].[Na+].OO>C1COCC1.O.C(OCC)(=O)C.CO>[CH3:1][O:2][C:3](=[O:36])[CH2:4][CH:5]([OH:35])[CH2:6][CH:7]([OH:34])/[CH:8]=[CH:9]/[C:10]1[C:11]2([CH2:16][C:17]([C:27]3[CH:32]=[CH:31][C:30]([F:33])=[CH:29][CH:28]=3)=[CH:18][C:19]=1[C:20]1[CH:21]=[CH:22][C:23]([F:26])=[CH:24][CH:25]=1)[CH2:12][CH2:13][CH2:14][CH2:15]2 |f:2.3|. Reported procedure: To a solution of methyl-(E)-7-[7,9-di-(4-fluorophenyl)spiro-[4.5]deca-6,8-dien-6-yl]-5-hydroxy-3-oxo-6-heptenoate (3.0 g, 6.09 mmoles) in 80 ml of anhydrous THF was added a 1M THF solution of triethylborane (9.07 ml, 9.07 mmoles). The solution was stirred for 5 minutes at room temperature and was then cooled to -78° C. in a dry ice-acetone bath. To this mixture was added sodium borohydride (0.27 g, 7.0 mmoles) followed by the dropwise addition over 30 minutes of a solution of 6.09 ml of methanol... Starting materials: Cc1c(C(=O)O)cnn1-c1ccc(Cl)cc1, O=S(Cl)Cl. Product: Cc1c(C(=O)Cl)cnn1-c1ccc(Cl)cc1. RXN SMILES: [Cl:1][c:2]1[cH:3][cH:4][c:5](-[n:8]2[n:9][cH:10][c:11]([C:14](=[O:15])[OH:16])[c:12]2[CH3:13])[cH:6][cH:7]1.[S:17]([Cl:18])([Cl:19])=[O:20]>>[Cl:1][c:2]1[cH:3][cH:4][c:5](-[n:8]2[n:9][cH:10][c:11]([C:14](=[O:16])[Cl:19])[c:12]2[CH3:13])[cH:6][cH:7]1. The reactants are CO, Cc1ccc(S(=O)(=O)n2ccc3c(Cl)nc(Cl)nc32)cc1, NC(=O)c1cc2ccccc2cc1N. The product is Cc1ccc(S(=O)(=O)n2ccc3c(Nc4cc5ccccc5cc4C(N)=O)nc(Cl)nc32)cc1. As a reaction SMILES: [CH3:36][OH:37].[Cl:1][c:2]1[n:3][c:4]([Cl:21])[c:5]2[c:6]([n:7]1)[n:8]([S:11](=[O:12])(=[O:13])[c:14]1[cH:15][cH:16][c:17]([CH3:20])[cH:18][cH:19]1)[cH:9][cH:10]2.[NH2:22][c:23]1[c:24]([C:33](=[O:34])[NH2:35])[cH:25][c:26]2[cH:27][cH:28][cH:29][cH:30][c:31]2[cH:32]1>>[Cl:1][c:2]1[n:3][c:4]([NH:22][c:23]2[c:24]([C:33](=[O:34])[NH2:35])[cH:25][c:26]3[cH:27][cH:28][cH:29][cH:30][c:31]3[cH:32]2)[c:5]2[c:6]([n:7]1)[n:8]([S:11](=[O:12])(=[O:13])[c:14]1[cH:15][cH:16][c:17]([CH3:20])[cH:18][cH:19]1)[cH:9][cH:10]2. The reactants are C(C(=O)O)(=O)O (oxalic acid), O1C(C1)COC1=C2C=CNC2=CC=C1 ((+)-4-(oxiranylmethoxy)-1H-indole), C1(=CC=CC=C1)C1(CCNCC1)C1=CC=CC=C1 (4,4-diphenylpiperidine), CO (methanol). The solvent is C(C)(=O)OCC (ethyl acetate), C(C)(=O)OCC (ethyl acetate). Yields the product C(C(=O)O)(=O)O.N1C=CC2=C(C=CC=C12)OC[C@H](CN1CCC(CC1)(C1=CC=CC=C1)C1=CC=CC=C1)O ((2S)-(-)-1-(4-indolyloxy)-3-(4,4-diphenylpiperidin-1-yl)-2-propanol ethanedioate). As a reaction SMILES: [O:1]1[CH2:3][CH:2]1[CH2:4][O:5][C:6]1[CH:14]=[CH:13][CH:12]=[C:11]2[C:7]=1[CH:8]=[CH:9][NH:10]2.[C:15]1([C:21]2([C:27]3[CH:32]=[CH:31][CH:30]=[CH:29][CH:28]=3)[CH2:26][CH2:25][NH:24][CH2:23][CH2:22]2)[CH:20]=[CH:19][CH:18]=[CH:17][CH:16]=1.[C:33]([OH:38])(=[O:37])[C:34]([OH:36])=[O:35].CO>C(OCC)(=O)C>[C:33]([OH:38])(=[O:37])[C:34]([OH:36])=[O:35].[NH:10]1[C:11]2[C:7](=[C:6]([O:5][CH2:4][C@@H:2]([OH:1])[CH2:3][N:24]3[CH2:25][CH2:26][C:21]([C:15]4[CH:20]=[CH:19][CH:18]=[CH:17][CH:16]=4)([C:27]4[CH:32]=[CH:31][CH:30]=[CH:29][CH:28]=4)[CH2:22][CH2:23]3)[CH:14]=[CH:13][CH:12]=2)[CH:8]=[CH:9]1 |f:5.6|. Procedure: The title compound was prepared in similar fashion from S)-(+)-4-(oxiranylmethoxy)-1H-indole and 4,4-diphenylpiperidine. The resulting free base was dissolved in ethyl acetate, and precipitated with one equivalent of oxalic acid in ethyl acetate in 60% overall yield. mp 198°-199°. FDMS m/e=426 (M+ of free base). α[D]589 =-17.80 (c=0.66, methanol). Starting materials: [H-].[Na+] (Sodium hydride), COC1=CC=C(C=C1)N1C(N[C@H](C1)CCC)=O ((4S)-1-(4-methoxyphenyl)-4-propylimidazolidin-2-one), ClCC(=O)NC1=NC=CC(=C1)C(F)(F)F (2-chloro-N-[4-(trifluoromethyl)pyridin-2-yl]acetamide). Solvent: CN(C)C=O (DMF). Reaction conditions: time 15 minute. The product is COC1=CC=C(C=C1)N1C(N([C@H](C1)CCC)CC(=O)NC1=NC=CC(=C1)C(F)(F)F)=O (2-[(55)-3-(4-methoxyphenyl)-2-oxo-5-propylimidazolidin-1-yl]-N-[4-(trifluoromethyl)pyridin-2-yl]acetamide). The yield is 31.9%. Reaction SMILES: [H-].[Na+].[CH3:3][O:4][C:5]1[CH:10]=[CH:9][C:8]([N:11]2[CH2:15][C@H:14]([CH2:16][CH2:17][CH3:18])[NH:13][C:12]2=[O:19])=[CH:7][CH:6]=1.Cl[CH2:21][C:22]([NH:24][C:25]1[CH:30]=[C:29]([C:31]([F:34])([F:33])[F:32])[CH:28]=[CH:27][N:26]=1)=[O:23]>CN(C=O)C>[CH3:3][O:4][C:5]1[CH:6]=[CH:7][C:8]([N:11]2[CH2:15][C@H:14]([CH2:16][CH2:17][CH3:18])[N:13]([CH2:21][C:22]([NH:24][C:25]3[CH:30]=[C:29]([C:31]([F:34])([F:32])[F:33])[CH:28]=[CH:27][N:26]=3)=[O:23])[C:12]2=[O:19])=[CH:9][CH:10]=1 |f:0.1|. Reported procedure: Sodium hydride (60%, 27 mg) was added to a solution of (4S)-1-(4-methoxyphenyl)-4-propylimidazolidin-2-one (32 mg) in DMF (1.5 mL), and the mixture was stirred at room temperature for 15 min. To the mixture was added 2-chloro-N-[4-(trifluoromethyl)pyridin-2-yl]acetamide (39 mg), and the resulting mixture was stirred for 15 hr. Thereafter, the reaction mixture was subjected to filtration, and the filtrate was concentrated under reduced pressure. The residue was purified by preparative HPLC, and f... The reactants are ClC1=C(C=NC2=CC(=C(C=C12)OC)OC)C#N (4-chloro-6,7-dimethoxy-3-quinolinecarbonitrile), NC=1C=C(C#N)C=CC1 (3-aminobenzonitrile), C(C)OC(C)O (ethoxyethanol). Solvent: N1=CC=CC=C1 (pyridine). The product is C(#N)C=1C=C(C=CC1)NC1=C(C=NC2=CC(=C(C=C12)OC)OC)C#N (4-[(3-cyanophenyl)amino]-6,7-dimethoxy-3-quinolinecarbonitrile). The yield is 88.8%. Reaction SMILES: Cl[C:2]1[C:11]2[C:6](=[CH:7][C:8]([O:14][CH3:15])=[C:9]([O:12][CH3:13])[CH:10]=2)[N:5]=[CH:4][C:3]=1[C:16]#[N:17].[NH2:18][C:19]1[CH:20]=[C:21]([CH:24]=[CH:25][CH:26]=1)[C:22]#[N:23].C(OC(O)C)C>N1C=CC=CC=1>[C:22]([C:21]1[CH:20]=[C:19]([NH:18][C:2]2[C:11]3[C:6](=[CH:7][C:8]([O:14][CH3:15])=[C:9]([O:12][CH3:13])[CH:10]=3)[N:5]=[CH:4][C:3]=2[C:16]#[N:17])[CH:26]=[CH:25][CH:24]=1)#[N:23]. Procedure: A mixture of 0.5 g of 4-chloro-6,7-dimethoxy-3-quinolinecarbonitrile, 0.47 g of 3-aminobenzonitrile, 0.16 ml of pyridine, and 12 ml of ethoxyethanol was stirred, under nitrogen, at reflux temperature for 22 h. The mixture was cooled and partitioned with dichloromethane and aqueous sodium bicarbonate. The organic layer was washed with water, dried and evaporated. The residue was recrystallized from ethyl acetate-hexanes to give 0.59 g of 4-[(3-cyanophenyl)amino]-6,7-dimethoxy-3-quinolinecarbonitr...